This data is from the Open Reaction Database (ORD), a public repository of structured organic reaction records. The task is: describe an organic reaction: reactants, conditions, products, and yield As a reaction SMILES: [OH:1][CH2:2][CH2:3][NH:4][S:5]([C:8]1[CH:13]=[CH:12][C:11](Br)=[CH:10][CH:9]=1)(=[O:7])=[O:6].C([O-])(=O)C.[K+].[CH3:20][O:21][C:22]1[CH:27]=[CH:26][N:25]=[C:24]([CH2:28][CH2:29][C:30]2[NH:39][C:33]3=[N:34][CH:35]=[C:36](I)[CH:37]=[C:32]3[N:31]=2)[CH:23]=1.C(=O)([O-])[O-].[K+].[K+].[Cl-].[Li+]>O1CCOCC1.O.C1(P(C2C=CC=CC=2)[C-]2C=CC=C2)C=CC=CC=1.[C-]1(P(C2C=CC=CC=2)C2C=CC=CC=2)C=CC=C1.[Fe+2].C1C=CC(P(C2C=CC=CC=2)[C-]2C=CC=C2)=CC=1.C1C=CC(P(C2C=CC=CC=2)[C-]2C=CC=C2)=CC=1.Cl[Pd]Cl.[Fe+2].[Pd].C1(P(C2C=CC=CC=2)C2C=CC=CC=2)C=CC=CC=1.C1(P(C2C=CC=CC=2)C2C=CC=CC=2)C=CC=CC=1.C1(P(C2C=CC=CC=2)C2C=CC=CC=2)C=CC=CC=1.C1(P(C2C=CC=CC=2)C2C=CC=CC=2)C=CC=CC=1>[OH:1][CH2:2][CH2:3][NH:4][S:5]([C:8]1[CH:13]=[CH:12][C:11]([C:36]2[CH:37]=[C:32]3[N:31]=[C:30]([CH2:29][CH2:28][C:24]4[CH:23]=[C:22]([O:21][CH3:20])[CH:27]=[CH:26][N:25]=4)[NH:39][C:33]3=[N:34][CH:35]=2)=[CH:10][CH:9]=1)(=[O:7])=[O:6] |f:1.2,4.5.6,7.8,11.12.13,14.15.16.17,18.19.20.21.22|. Reactants: OCCNS(=O)(=O)C1=CC=C(C=C1)Br (N-(2-hydroxyethyl)-4-bromobenzenesulfonamide), bis-(pinacolato)-diboron, C(C)(=O)[O-].[K+] (potassium acetate), COC1=CC(=NC=C1)CCC1=NC=2C(=NC=C(C2)I)N1 (2-[2-(4-methoxypyridin-2-yl)ethyl]-6iodo-3H-imidazo[4,5-b]pyridine), COC1=CC(=NC=C1)CCC1=NC=2C(=NC=C(C2)I)N1 (2-[2-(4-methoxypyridin-2-yl)ethyl]-6iodo-3H-imidazo[4,5-b]pyridine), C([O-])([O-])=O.[K+].[K+] (potassium carbonate), [Cl-].[Li+] (lithium chloride). The solvent is O (water), O1CCOCC1 (dioxane), O (water), O1CCOCC1 (dioxane). Isolated yield 45.2%. Conditions: temperature 90 celsius. The reagents and catalysts are C1(=CC=CC=C1)P([C-]1C=CC=C1)C1=CC=CC=C1.[C-]1(C=CC=C1)P(C1=CC=CC=C1)C1=CC=CC=C1.[Fe+2] (1,1′-bis-(diphenylphosphino)-ferrocene), C1=CC=C(C=C1)P([C-]2C=CC=C2)C3=CC=CC=C3.C1=CC=C(C=C1)P([C-]2C=CC=C2)C3=CC=CC=C3.Cl[Pd]Cl.[Fe+2] ([1,1′-bis(diphenylphosphino)-ferrocene]palladium-dichloride), [Pd].C1(=CC=CC=C1)P(C1=CC=CC=C1)C1=CC=CC=C1.C1(=CC=CC=C1)P(C1=CC=CC=C1)C1=CC=CC=C1.C1(=CC=CC=C1)P(C1=CC=CC=C1)C1=CC=CC=C1.C1(=CC=CC=C1)P(C1=CC=CC=C1)C1=CC=CC=C1 (tetrakis(triphenylphosphine)-palladium(0)). Product: OCCNS(=O)(=O)C1=CC=C(C=C1)C=1C=C2C(=NC1)NC(=N2)CCC2=NC=CC(=C2)OC (N-(2-Hydroxyethyl)-4-{2-[2-(4-methoxypyridin-2-yl)ethyl]-3H-imidazo[4,5-b]pyridin-6-yl}benzenesulfonamid). Reported procedure: A mixture of 0.42 g of N-(2-hydroxyethyl)-4-bromobenzenesulfonamide, 0.42 g of bis-(pinacolato)-diboron, 0.025 g of 1,1′-bis-(diphenylphosphino)-ferrocene, 0.033 g of [1,1′-bis(diphenylphosphino)-ferrocene]palladium-dichloride (complex with CH2Cl2), 0.442 g of potassium acetate in 6 ml of degassed dioxane are heated to 90° C. in a sealed tube under N2 for 7 hours. To the resulting mixture 5 ml of degassed dioxane, 0.371 g of 2-[2-(4-methoxypyridin-2-yl)ethyl]-6-iodo-3H-imidazo[4,5-b]pyridine (st...